Dataset: the Open Reaction Database (ORD), a public repository of structured organic reaction records. Task: describe an organic reaction: reactants, conditions, products, and yield Reactants: CC(C)CCON=O, CCCCCCC, Cc1cccc(N)c1[N+](=O)[O-], c1ccccc1. The product is Cc1cccc(-c2ccccc2)c1[N+](=O)[O-]. Reaction SMILES: [CH3:1][CH:2]([CH2:3][CH2:4][O:5][N:6]=[O:7])[CH3:8].[CH3:26][CH2:27][CH2:28][CH2:29][CH2:30][CH2:31][CH3:32].[CH3:9][c:10]1[c:11]([N+:17](=[O:18])[O-:19])[c:12]([NH2:13])[cH:14][cH:15][cH:16]1.[cH:20]1[cH:21][cH:22][cH:23][cH:24][cH:25]1>>[CH3:9][c:10]1[c:11]([N+:17](=[O:18])[O-:19])[c:12](-[c:20]2[cH:21][cH:22][cH:23][cH:24][cH:25]2)[cH:14][cH:15][cH:16]1. Reactants: [OH-].[Li+] (lithium hydroxide), C(C(O)C(O)C(=O)O)(=O)O (Tartaric acid). Solvent: O (water). The product is C(C(O)C(O)C(=O)[O-])(=O)[O-].[Li+].[Li+] (di-lithium tartarate). The yield is 109.3%. As a reaction SMILES: [C:1]([OH:10])(=[O:9])[CH:2]([CH:4]([C:6]([OH:8])=[O:7])[OH:5])[OH:3].[OH-].[Li+:12]>O>[C:1]([O-:10])(=[O:9])[CH:2]([CH:4]([C:6]([O-:8])=[O:7])[OH:5])[OH:3].[Li+:12].[Li+:12] |f:1.2,4.5.6|. Procedure details: Tartaric acid (15.0 g, 0.1 mole) is dissolved in 40 ml. water and treated with lithium hydroxide (8.4 g, 0.2 mole). The resulting solution is evaporated to a small volume under reduced pressure and the residue is treated with p-dioxane. The resulting precipitate is filtered and dried under vacuum to give the di-lithium tartarate (17.7 g). Starting materials: CSC=1N=CC2=C(N3CCC[C@H]3CN(C2=O)C=2C=C(C=CC2)C2=NOC(=N2)C(=O)OC)N1 (methyl (S)-3-[3-(9-methylthio-6-oxo-2,3,3a,4-tetrahydro-1H,6H-5,8,10,10b-tetraazabenzo[e]azulen-5-yl)phenyl]-1,2,4-oxadiazole-5-carboxylate), CNC.C1CCOC1 (dimethylamine THF). Run in C1CCOC1 (THF). Reaction conditions: time 2 hour. Product: CN(C(=O)C1=NC(=NO1)C1=CC(=CC=C1)N1C(C2=C(N3CCC[C@H]3C1)N=C(N=C2)SC)=O)C ((S)—N,N-dimethyl 3-[3-(9-methylthio-6-oxo-2,3,3a,4-tetrahydro-1H,6H-5,8,10,10b-tetraazabenzo[e]azulen-5-yl)phenyl]-1,2,4-oxadiazole-5-carboxamide). Yield: 90.1%. As a reaction SMILES: [CH3:1][S:2][C:3]1[N:4]=[CH:5][C:6]2[C:15](=[O:16])[N:14]([C:17]3[CH:18]=[C:19]([C:23]4[N:27]=[C:26]([C:28](OC)=[O:29])[O:25][N:24]=4)[CH:20]=[CH:21][CH:22]=3)[CH2:13][C@H:12]3[N:8]([CH2:9][CH2:10][CH2:11]3)[C:7]=2[N:32]=1.[CH3:33][NH:34][CH3:35].C1COCC1>C1COCC1>[CH3:33][N:34]([CH3:35])[C:28]([C:26]1[O:25][N:24]=[C:23]([C:19]2[CH:20]=[CH:21][CH:22]=[C:17]([N:14]3[CH2:13][C@H:12]4[N:8]([CH2:9][CH2:10][CH2:11]4)[C:7]4[N:32]=[C:3]([S:2][CH3:1])[N:4]=[CH:5][C:6]=4[C:15]3=[O:16])[CH:18]=2)[N:27]=1)=[O:29] |f:1.2|. Procedure details: Methyl (S)-3-[3-(9-methylthio-6-oxo-2,3,3a,4-tetrahydro-1H,6H-5,8,10,10b-tetraazabenzo[e]azulen-5-yl)phenyl]-1,2,4-oxadiazole-5-carboxylate (162 mg, 0.36 mmol) obtained in Step 1 of Example 80 was dissolved in THF (3.0 mL), and the mixture was stirred at room temperature for 2 hours after adding a 2.0 mol/L dimethylamine/THF solution (1.80 mL, 3.58 mmol). The residue obtained by concentrating the mixture under reduced pressure was then purified by silica gel column chromatography to give (S)—N,N... The reactants are C(C)OC(COC1=C(C2=C(C(=NO2)C=2OC=CC2)C=C1)Cl)=O (ethyl[(7-chloro-3-(2-furyl)-1,2-benzisoxazol-6-yl)oxy]acetate), [OH-].[Na+] (sodium hydroxide), [Na] (sodium). Solvent: C(C)O (ethyl alcohol). Yields the product ClC1=C(C=CC=2C(=NOC21)C=2OC=CC2)OCC(=O)O ({[7-chloro-3-(2-furyl)-1,2-benzisoxazol-6-yl]oxy}acetic acid). RXN SMILES: C([O:3][C:4](=[O:22])[CH2:5][O:6][C:7]1[CH:20]=[CH:19][C:10]2[C:11]([C:14]3[O:15][CH:16]=[CH:17][CH:18]=3)=[N:12][O:13][C:9]=2[C:8]=1[Cl:21])C.[OH-].[Na+].[Na]>C(O)C>[Cl:21][C:8]1[C:9]2[O:13][N:12]=[C:11]([C:14]3[O:15][CH:16]=[CH:17][CH:18]=3)[C:10]=2[CH:19]=[CH:20][C:7]=1[O:6][CH2:5][C:4]([OH:22])=[O:3] |f:1.2,^1:24|. Reported procedure: To a boiling suspension of 15.0 g of ethyl[(7-chloro-3-(2-furyl)-1,2-benzisoxazol-6-yl)oxy]acetate, Example 7, in 500 ml of boiling 95% ethyl alcohol there is added 10 ml of a 50% sodium hydroxide solution causing the sodium salt to precipitate out almost immediately. An additional 300 ml of 95% ethyl alcohol is added and boiling is maintained for 30 minutes. The reaction mixture is permitted to cool slightly, after which 100 ml of a 5% hydrochloric acid solution is added thereto. The product be... Starting materials: CC(=O)C (acetone), Cl.N[C@H]1[C@@H](C2=CC=C(C(=C2CC1)C#N)OCC1=CC=CC=C1)O (trans-2-amino-6-benzyloxy-5-cyano-1-hydroxy-1,2,3,4-tetrahydronaphthalene hydrochloride), [Cl-].[Na+] (sodium chloride). The solvent is CO (methanol). Reaction conditions: time 2 hour. The product is C(C1=CC=CC=C1)OC=1C(=C2CC[C@H]([C@@H](C2=CC1)O)NC(C)C)C#N (trans-6-benzyloxy-5-cyano-1-hydroxy-2-isopropylamino-1,2,3,4-tetrahydronaphthalene). As a reaction SMILES: [CH3:1][C:2]([CH3:4])=O.Cl.[NH2:6][C@@H:7]1[CH2:16][CH2:15][C:14]2[C:9](=[CH:10][CH:11]=[C:12]([O:19][CH2:20][C:21]3[CH:26]=[CH:25][CH:24]=[CH:23][CH:22]=3)[C:13]=2[C:17]#[N:18])[C@H:8]1[OH:27].[Cl-].[Na+]>CO>[CH2:20]([O:19][C:12]1[C:13]([C:17]#[N:18])=[C:14]2[C:9](=[CH:10][CH:11]=1)[C@@H:8]([OH:27])[C@H:7]([NH:6][CH:2]([CH3:4])[CH3:1])[CH2:16][CH2:15]2)[C:21]1[CH:26]=[CH:25][CH:24]=[CH:23][CH:22]=1 |f:1.2,3.4|. Reported procedure: In a mixture of 15 m. acetone and 20 ml. methanol is dissolved 450 mg. of trans-2-amino-6-benzyloxy-5-cyano-1-hydroxy-1,2,3,4-tetrahydronaphthalene hydrochloride and, while nitrogen gas is introduced, 150 mg. of the adduct of lithium cyanoborohydride-dioxane complex is added in small portions at 5°-10° C. After stirring for 2 hours, a saturated aqueous solution of sodium chloride is added and the mixture is extracted with ethyl acetate. The ethyl acetate layers are washed with a saturated aqueou...